Task: describe an organic reaction: reactants, conditions, products, and yield. Dataset: the Open Reaction Database (ORD), a public repository of structured organic reaction records Reactants: CCOC(=O)Cc1nn2c(CC)ccc2c(-c2ccc(C#N)cc2)c1C(=O)OCC, CCO, [K+], [OH-]. The product is CCOC(=O)c1c(CC(=O)O)nn2c(CC)ccc2c1-c1ccc(C#N)cc1. RXN SMILES: [C:1](#[N:2])[c:3]1[cH:4][cH:5][c:6](-[c:9]2[c:10]3[n:11]([n:12][c:13]([CH2:20][C:21](=[O:22])[O:23][CH2:24][CH3:25])[c:14]2[C:15](=[O:16])[O:17][CH2:18][CH3:19])[c:26]([CH2:29][CH3:30])[cH:27][cH:28]3)[cH:7][cH:8]1.[CH3:33][CH2:34][OH:35].[K+:32].[OH-:31]>>[C:1](#[N:2])[c:3]1[cH:4][cH:5][c:6](-[c:9]2[c:10]3[n:11]([n:12][c:13]([CH2:20][C:21](=[O:22])[OH:23])[c:14]2[C:15](=[O:16])[O:17][CH2:18][CH3:19])[c:26]([CH2:29][CH3:30])[cH:27][cH:28]3)[cH:7][cH:8]1. Reactants: CCCCN, O=C=NCCCl, O=CC(O)C(O)C(O)CO. Yields the product CCCCN(C(=O)NCCCl)C1OC(CO)C(O)C1O. RXN SMILES: [CH2:11]([CH2:12][CH2:13][CH3:14])[NH2:15].[Cl:16][CH2:17][CH2:18][N:19]=[C:20]=[O:21].[O:1]=[CH:2][CH:3]([OH:4])[CH:5]([OH:6])[CH:7]([OH:8])[CH2:9][OH:10]>>[CH:2]1([N:15]([CH2:11][CH2:12][CH2:13][CH3:14])[C:20]([NH:19][CH2:18][CH2:17][Cl:16])=[O:21])[CH:3]([OH:4])[CH:5]([OH:6])[CH:7]([CH2:9][OH:10])[O:8]1. Reactants: FC=1C=C(CBr)C=CC1 (3-fluorobenzyl bromide), [OH-].[K+] (potassium hydroxide), ice, NC=1C2=CC=CC=C2N=C2CCCC(C12)=O (9-amino-3,4-dihydroacridin-1(2H)-one). The reagents and catalysts are S(=O)(=O)(O)[O-].C(CCC)[N+](CCCC)(CCCC)CCCC (tetrabutylammonium hydrogen sulfate). Solvent: C1(=CC=CC=C1)C (toluene), C1(=CC=CC=C1)C (toluene). Product: FC=1C=C(CNC=2C3=CC=CC=C3N=C3CCCC(C23)=O)C=CC1 (3,4-Dihydro-9-(3-fluorobenzylamino)acridin-1(2H)-one). As a reaction SMILES: [OH-].[K+].[NH2:3][C:4]1[C:5]2[C:10]([N:11]=[C:12]3[C:17]=1[C:16](=[O:18])[CH2:15][CH2:14][CH2:13]3)=[CH:9][CH:8]=[CH:7][CH:6]=2.[F:19][C:20]1[CH:21]=[C:22]([CH:25]=[CH:26][CH:27]=1)[CH2:23]Br>C1(C)C=CC=CC=1.S([O-])(O)(=O)=O.C([N+](CCCC)(CCCC)CCCC)CCC>[F:19][C:20]1[CH:21]=[C:22]([CH:25]=[CH:26][CH:27]=1)[CH2:23][NH:3][C:4]1[C:5]2[C:10]([N:11]=[C:12]3[C:17]=1[C:16](=[O:18])[CH2:15][CH2:14][CH2:13]3)=[CH:9][CH:8]=[CH:7][CH:6]=2 |f:0.1,5.6|. Procedure details: In 300 ml of toluene and 200 ml of 30% potassium hydroxide were combined 8.00 g of 9-amino-3,4-dihydroacridin-1(2H)-one and 1.92 g of tetrabutylammonium hydrogen sulfate catalyst. The mechanically stirred mixture was heated to reflux and a solution of 9.25 ml of 3-fluorobenzyl bromide in 40 ml of toluene was added over 0.5 hour. Then the reaction was further refluxed for 2 hours. The reaction mixture was then poured into 500 ml of ice and the layers were separated. The aqueous layer was extracte... Starting materials: solution, C(C)N (ethylamine), ClC1=C(C(=O)NC2CC2)C=C(C(=C1)F)[N+](=O)[O-] (2-chloro-N-cyclopropyl-4-fluoro-5-nitrobenzamide). The solvent is C1CCOC1 (THF), C1CCOC1 (THF). Conditions: time 18 hour. Product: ClC1=C(C(=O)NC2CC2)C=C(C(=C1)NCC)[N+](=O)[O-] (2-chloro-N-cyclopropyl-4-(ethylamino)-5-nitrobenzamide). RXN SMILES: [Cl:1][C:2]1[CH:13]=[C:12](F)[C:11]([N+:15]([O-:17])=[O:16])=[CH:10][C:3]=1[C:4]([NH:6][CH:7]1[CH2:9][CH2:8]1)=[O:5].[CH2:18]([NH2:20])[CH3:19]>C1COCC1>[Cl:1][C:2]1[CH:13]=[C:12]([NH:20][CH2:18][CH3:19])[C:11]([N+:15]([O-:17])=[O:16])=[CH:10][C:3]=1[C:4]([NH:6][CH:7]1[CH2:9][CH2:8]1)=[O:5]. Procedure: 2.17 g (8.40 mmol) of 2-chloro-N-cyclopropyl-4-fluoro-5-nitrobenzamide were initially charged in 100 ml of THF, 12 ml of a 2 molar solution of ethylamine in THF (16.79 mmol) were added and the mixture was stirred in a closed ampoule at room temperature for 18 hours. The reaction mixture was poured onto water, the organic solvents were distilled off and the residue obtained was filtered off with suction. Yield: 2.10 g (81% of theory) The reactants are Br, Nc1ccc(OC(F)(F)F)c(Cl)c1, O=N[O-], NC(N)=O, [Na+], O. Product: FC(F)(F)Oc1ccc(Br)cc1Cl. Reaction SMILES: [BrH:14].[Cl:1][c:2]1[cH:3][c:4]([NH2:5])[cH:6][cH:7][c:8]1[O:9][C:10]([F:11])([F:12])[F:13].[N:15]([O-:16])=[O:17].[NH2:19][C:20](=[O:21])[NH2:22].[Na+:18].[OH2:23]>>[Cl:1][c:2]1[cH:3][c:4]([Br:14])[cH:6][cH:7][c:8]1[O:9][C:10]([F:11])([F:12])[F:13]. The reactants are CSCCC(O[Si](c1ccccc1)(c1ccccc1)C(C)(C)C)C(=O)O, C[Si](C)(C)C=[N+]=[N-], CC(=O)O, Cc1ccccc1, CO. The product is COC(=O)C(CCSC)O[Si](c1ccccc1)(c1ccccc1)C(C)(C)C. As a reaction SMILES: [C:10]([CH3:11])([CH3:12])([CH3:13])[Si:14]([O:15][CH:16]([C:17](=[O:18])[OH:19])[CH2:20][CH2:21][S:22][CH3:23])([c:24]1[cH:25][cH:26][cH:27][cH:28][cH:29]1)[c:30]1[cH:31][cH:32][cH:33][cH:34][cH:35]1.[CH3:1][Si:2]([CH:3]=[N+:4]=[N-:5])([CH3:6])[CH3:7].[CH3:36][C:37](=[O:38])[OH:39].[CH3:40][c:41]1[cH:42][cH:43][cH:44][cH:45][cH:46]1.[CH3:8][OH:9]>>[CH3:1][O:19][C:17]([CH:16]([O:15][Si:14]([C:10]([CH3:11])([CH3:12])[CH3:13])([c:24]1[cH:25][cH:26][cH:27][cH:28][cH:29]1)[c:30]1[cH:31][cH:32][cH:33][cH:34][cH:35]1)[CH2:20][CH2:21][S:22][CH3:23])=[O:18].